From a dataset of the Open Reaction Database (ORD), a public repository of structured organic reaction records. describe an organic reaction: reactants, conditions, products, and yield Starting materials: CC(S)CS, O=C1CCCCC1Cl. Product: CC1CSC2=C(CCCC2)S1. Reaction SMILES: [CH2:9]([CH:10]([CH3:11])[SH:12])[SH:13].[Cl:1][CH:2]1[C:3](=[O:8])[CH2:4][CH2:5][CH2:6][CH2:7]1>>[C:2]12=[C:3]([CH2:4][CH2:5][CH2:6][CH2:7]1)[S:12][CH:10]([CH3:11])[CH2:9][S:13]2. The reactants are [I-] (iodide), C(#CC)[Mg]Br (1-propynylmagnesium bromide), O1CCCC1 (tetrahydrofuran), COC1=C(C=CC=2C(=C3[NH+](CCC4=CC5=C(C=C34)OCO5)CC12)C)OC (9,10-dimethoxy-13-methyl-5,6-dihydro-[1,3]dioxolo[4,5-g]isoquino[3,2-a]isoquinolin-7-ylium). Solvent: C(C)OCC (diethyl ether). Run at temperature 0 celsius, time 30 minute. Yields the product COC1=C(C=CC=2C(=C3N(CCC4=CC5=C(C=C34)OCO5)C(C12)C#CC)C)OC (9,10-dimethoxy-13-methyl-8-prop-1-ynyl-5,8-dihydro-6H-[1,3]dioxolo[4,5-g]isoquino[3,2-a]isoquinoline). Yield: 61.0%. RXN SMILES: [CH3:1][O:2][C:3]1[C:23]2[CH2:22][NH+:10]3[CH2:11][CH2:12][C:13]4[C:18]([C:9]3=[C:8]([CH3:24])[C:7]=2[CH:6]=[CH:5][C:4]=1[O:25][CH3:26])=[CH:17][C:16]1[O:19][CH2:20][O:21][C:15]=1[CH:14]=4.[I-].[C:28]([Mg]Br)#[C:29][CH3:30].O1CCCC1>C(OCC)C>[CH3:1][O:2][C:3]1[C:23]2[CH:22]([C:28]#[C:29][CH3:30])[N:10]3[CH2:11][CH2:12][C:13]4[C:18]([C:9]3=[C:8]([CH3:24])[C:7]=2[CH:6]=[CH:5][C:4]=1[O:25][CH3:26])=[CH:17][C:16]1[O:19][CH2:20][O:21][C:15]=1[CH:14]=4. Procedure details: To a suspension of 9,10-dimethoxy-13-methyl-5,6-dihydro-[1,3]dioxolo[4,5-g]isoquino[3,2-a]isoquinolin-7-ylium; iodide (200 mg, 0.4 mmol) in anhydrous diethyl ether (5 mL) at 0° C. was added a solution of 1-propynylmagnesium bromide in tetrahydrofuran (0.5 M, 17 mL, 8.5 mmol) dropwise. After stirring at 0° C. for 30 min, the reaction was quenched by adding saturated aqueous ammonium chloride solution (20 mL). The mixture was extracted with diethyl ether (2×50 mL), washed with brine, dried over an... Starting materials: C(C1=CC=CC=C1)(=O)O[C@@H]1[C@H](O[C@H]([C@H]1F)N1C(N=C(C=C1)NC(C1=CC=CC=C1)=O)=O)CO[Si](C1=CC=CC=C1)(C1=CC=CC=C1)C(C)(C)C ((2R,3R,4S,5R)-5-(4-Benzamido-2-oxopyrimidin-1(2H)-yl)-2-((tert-butyldiphenylsilyloxy)methyl)-4-fluoro-tetrahydrofuran-3-yl benzoate), CCCC[N+](CCCC)(CCCC)CCCC.[F-] (TBAF). Run in C1CCOC1 (THF). Run at time 6 hour. Product: C(C1=CC=CC=C1)(=O)O[C@@H]1[C@H](O[C@H]([C@H]1F)N1C(N=C(C=C1)NC(C1=CC=CC=C1)=O)=O)CO ((2R,3R,4S,5R)-5-(4-Benzamido-2-oxopyrimidin-1(2H)-yl)-4-fluoro-2-(hydroxymethyl)-tetrahydrofuran-3-yl benzoate). Yield: 92.4%. As a reaction SMILES: [C:1]([O:9][C@H:10]1[C@H:14]([F:15])[C@H:13]([N:16]2[CH:21]=[CH:20][C:19]([NH:22][C:23](=[O:30])[C:24]3[CH:29]=[CH:28][CH:27]=[CH:26][CH:25]=3)=[N:18][C:17]2=[O:31])[O:12][C@@H:11]1[CH2:32][O:33][Si](C(C)(C)C)(C1C=CC=CC=1)C1C=CC=CC=1)(=[O:8])[C:2]1[CH:7]=[CH:6][CH:5]=[CH:4][CH:3]=1.CCCC[N+](CCCC)(CCCC)CCCC.[F-]>C1COCC1>[C:1]([O:9][C@H:10]1[C@H:14]([F:15])[C@H:13]([N:16]2[CH:21]=[CH:20][C:19]([NH:22][C:23](=[O:30])[C:24]3[CH:29]=[CH:28][CH:27]=[CH:26][CH:25]=3)=[N:18][C:17]2=[O:31])[O:12][C@@H:11]1[CH2:32][OH:33])(=[O:8])[C:2]1[CH:3]=[CH:4][CH:5]=[CH:6][CH:7]=1 |f:1.2|. Procedure: To a solution of compound 2 (0.64 g, 0.92 mmol) in 10.0 mL of anhydrous THF was added TBAF (1.20 mL, 1.0 M in THF) at 0° C. The resulting solution was stirred for 6 h at rt. The solvent was removed under reduced pressure and the residue was purified on silica gel column chromatography (Hexane:EtOAc=4:1 to 1:1 v/v) to give compound 3 (0.39 g, 0.85 mmol) in 93% yield. 1H NMR (CD3OD, 400 MHz) δ 8.58 (d, J=7.6, 1H), 8.00 (m, 4H), 7.63 (m, 3H), 7.51 (m, 4H), 6.16 (dd, J=17.6, 1.6, 1H), 5.55 (dd, J=4.... The reactants are CCN1Cc2ccc(NC(C)=O)cc2C1, [K+], O=[N+]([O-])[O-]. Product: CCN1Cc2cc(NC(C)=O)c([N+](=O)[O-])cc2C1. As a reaction SMILES: [CH2:6]([CH3:7])[N:8]1[CH2:9][c:10]2[cH:11][cH:12][c:13]([NH:17][C:18]([CH3:19])=[O:20])[cH:14][c:15]2[CH2:16]1.[K+:5].[N+:1](=[O:2])([O-:3])[O-:4]>>[N+:1](=[O:2])([O-:4])[c:12]1[cH:11][c:10]2[c:15]([cH:14][c:13]1[NH:17][C:18]([CH3:19])=[O:20])[CH2:16][N:8]([CH2:6][CH3:7])[CH2:9]2. Reactants: one, [C@H]1([C@H](O)[C@@H](O)[C@H](O)[C@H](O1)CO)OC[C@H]([C@H]([C@@H]([C@@H](C=O)O)O)O)O (α-D-glucopyranosyl-(1→6)-D-mannose). The solvent is C([C@@H]1[C@H]([C@@H]([C@H]([C@H](O1)OC[C@@H]2[C@H]([C@@H]([C@H](C(O2)O)O)O)O)O)O)O)O (isomaltose), C([C@@H]1[C@H]([C@@H]([C@H]([C@H](O1)OC[C@@H]2[C@H]([C@@H]([C@H](C(O2)O)O)O)O)O)O)O)O (isomaltose), C([C@@H]1[C@H]([C@@H]([C@H]([C@H](O1)OC[C@@H]2[C@H]([C@@H]([C@H](C(O2)O)O)O)O)O)O)O)O (isomaltose). Yields the product C([C@@H]1[C@H]([C@@H]([C@H]([C@H](O1)OC[C@H]([C@H]([C@@H]([C@@H](CO)O)O)O)O)O)O)O)O.C([C@@H]1[C@H]([C@@H]([C@H]([C@H](O1)OC[C@H]([C@H]([C@@H]([C@H](CO)O)O)O)O)O)O)O)O (palatinitol), C([C@@H]1[C@H]([C@@H]([C@H]([C@H](O1)OC[C@H]([C@H]([C@@H]([C@H](CO)O)O)O)O)O)O)O)O (isomaltitol). Reaction SMILES: [C@H:1]1([O:12][CH2:13][C@@H:14]([OH:23])[C@@H:15]([OH:22])[C@H:16]([OH:21])[C@H:17]([OH:20])[CH:18]=[O:19])[O:9][C@H:8]([CH2:10][OH:11])[C@@H:6]([OH:7])[C@H:4]([OH:5])[C@H:2]1[OH:3]>C(O)[C@H]1O[C@H](OC[C@H]2OC(O)[C@H](O)[C@@H](O)[C@@H]2O)[C@H](O)[C@@H](O)[C@@H]1O>[CH2:10]([OH:11])[C@H:8]1[O:9][C@H:1]([O:12][CH2:13][C@@H:14]([OH:23])[C@@H:15]([OH:22])[C@H:16]([OH:21])[C@H:17]([OH:20])[CH2:18][OH:19])[C@H:2]([OH:3])[C@@H:4]([OH:5])[C@@H:6]1[OH:7].[CH2:10]([OH:11])[C@H:8]1[O:9][C@H:1]([O:12][CH2:13][C@@H:14]([OH:23])[C@@H:15]([OH:22])[C@H:16]([OH:21])[C@@H:17]([OH:20])[CH2:18][OH:19])[C@H:2]([OH:3])[C@@H:4]([OH:5])[C@@H:6]1[OH:7].[CH2:10]([OH:11])[C@H:8]1[O:9][C@H:1]([O:12][CH2:13][C@@H:14]([OH:23])[C@@H:15]([OH:22])[C@H:16]([OH:21])[C@@H:17]([OH:20])[CH2:18][OH:19])[C@H:2]([OH:3])[C@@H:4]([OH:5])[C@@H:6]1[OH:7] |f:2.3|. Procedure: In the process according to the invention, the depletion of the epimerized mixture in isomaltose is, on the contrary, carried out in such a manner as to obtain a fraction containing a roughly equimolecular proportion of isomaltose and α-D-glucopyranosyl-(1→6)-D-mannose, the other fraction being constituted by very pure isomaltose. By roughly equimolecular is meant from 40 to 60% and more preferably from 45 to 55% of one of the two compounds relative to the total mass of the two compounds. This w... Reactants: CC(=O)C (acetone), [N+](=O)([O-])C1=C(C=C(C=C1)OC)C (2-Nitro-5-methoxytoluene), C(C=CC1=CC=CC=C1)(=O)Cl (Cinnamoyl chloride), [H][H] (hydrogen), resultant residue. Reagents/catalysts: [Pd] (palladium-on-carbon). The solvent is C(C)(C)O.CO (isopropanol methanol), N1=CC=CC=C1 (pyridine), C(Cl)(Cl)Cl (chloroform). Conditions: temperature 0 celsius. Yields the product COC1=CC(=C(C=C1)NC(C=CC1=CC=CC=C1)=O)C (N-(4-methoxy-2methylphenyl)cinnamamide). Isolated yield 95.5%. As a reaction SMILES: [N+:1]([C:4]1[CH:9]=[CH:8][C:7]([O:10][CH3:11])=[CH:6][C:5]=1[CH3:12])([O-])=O.[H][H].CC(C)=O.[C:19](Cl)(=[O:28])[CH:20]=[CH:21][C:22]1[CH:27]=[CH:26][CH:25]=[CH:24][CH:23]=1>C(O)(C)C.CO.C(Cl)(Cl)Cl.[Pd].N1C=CC=CC=1>[CH3:11][O:10][C:7]1[CH:8]=[CH:9][C:4]([NH:1][C:19](=[O:28])[CH:20]=[CH:21][C:22]2[CH:27]=[CH:26][CH:25]=[CH:24][CH:23]=2)=[C:5]([CH3:12])[CH:6]=1 |f:4.5|. Reported procedure: 2-Nitro-5-methoxytoluene (24.9 g, 149 mmol) was dissolved in a solvent mixture (150 ml) of isopropanol--methanol (2:1). To the solution, 10% palladium-on-carbon (500 mg) was added, followed by stirring at room temperature for 5 hours in the atmosphere of hydrogen. After the reaction, the catalyst was removed by filtration, and the filtrate was condensed. The resultant residue was combined with acetone (150 ml) and pyridine (14.2 ml), and the mixture was cooled to 0° C. and stirred. Cinnamoyl chl... Starting materials: CN, COc1ccc(C(=O)O)cc1C=Cc1ccc(Cl)cc1, Cl. The product is CNC(=O)c1ccc(OC)c(C=Cc2ccc(Cl)cc2)c1. RXN SMILES: [CH3:22][NH2:23].[Cl:1][c:2]1[cH:3][cH:4][c:5]([CH:8]=[CH:9][c:10]2[cH:11][c:12]([C:13](=[O:14])[OH:15])[cH:16][cH:17][c:18]2[O:19][CH3:20])[cH:6][cH:7]1.[ClH:21]>>[Cl:1][c:2]1[cH:3][cH:4][c:5]([CH:8]=[CH:9][c:10]2[cH:11][c:12]([C:13](=[O:14])[NH:23][CH3:22])[cH:16][cH:17][c:18]2[O:19][CH3:20])[cH:6][cH:7]1.